Dataset: the Open Reaction Database (ORD), a public repository of structured organic reaction records. Task: describe an organic reaction: reactants, conditions, products, and yield Starting materials: CO, [H][H], O=C(c1cc([N+](=O)[O-])ccc1N1CCOCC1)N1CCN(c2ccc(C(F)(F)F)cc2)CC1. Yields the product Nc1ccc(N2CCOCC2)c(C(=O)N2CCN(c3ccc(C(F)(F)F)cc3)CC2)c1. Reaction SMILES: [CH3:36][OH:37].[H:34][H:35].[O:1]1[CH2:2][CH2:3][N:4]([c:7]2[c:8]([C:16](=[O:17])[N:18]3[CH2:19][CH2:20][N:21]([c:24]4[cH:25][cH:26][c:27]([C:30]([F:31])([F:32])[F:33])[cH:28][cH:29]4)[CH2:22][CH2:23]3)[cH:9][c:10]([N+:13]([O-:14])=[O:15])[cH:11][cH:12]2)[CH2:5][CH2:6]1>>[O:1]1[CH2:2][CH2:3][N:4]([c:7]2[c:8]([C:16](=[O:17])[N:18]3[CH2:19][CH2:20][N:21]([c:24]4[cH:25][cH:26][c:27]([C:30]([F:31])([F:32])[F:33])[cH:28][cH:29]4)[CH2:22][CH2:23]3)[cH:9][c:10]([NH2:13])[cH:11][cH:12]2)[CH2:5][CH2:6]1. The reactants are FC1=C(C=CC(=C1)C=C[N+](=O)[O-])C=1SC2=NC(=CC=C2N1)C1(CC1)C1=CC=CC=C1 (2-(2-fluoro-4-(2-nitrovinyl)phenyl)-5-(1-phenylcyclopropyl)thiazolo[5,4-b]pyridine), C1CCOC1 (THF), CO (methanol), O (water). The reagents and catalysts are [Zn] (zinc). The solvent is C(C)(=O)O (acetic acid). Conditions: temperature 65 celsius. The product is FC=1C=C(C=CC1C=1SC2=NC(=CC=C2N1)C1(CC1)C1=CC=CC=C1)CCN (2-(3-fluoro-4-(5-(1-phenylcyclopropyl)[1,3]thiazolo[5,4-b]pyridin-2-yl)phenyl)ethanamine). Reaction SMILES: [F:1][C:2]1[CH:7]=[C:6]([CH:8]=[CH:9][N+:10]([O-])=O)[CH:5]=[CH:4][C:3]=1[C:13]1[S:14][C:15]2[C:20]([N:21]=1)=[CH:19][CH:18]=[C:17]([C:22]1([C:25]3[CH:30]=[CH:29][CH:28]=[CH:27][CH:26]=3)[CH2:24][CH2:23]1)[N:16]=2.C1COCC1.CO.O>[Zn].C(O)(=O)C>[F:1][C:2]1[CH:7]=[C:6]([CH2:8][CH2:9][NH2:10])[CH:5]=[CH:4][C:3]=1[C:13]1[S:14][C:15]2[C:20]([N:21]=1)=[CH:19][CH:18]=[C:17]([C:22]1([C:25]3[CH:26]=[CH:27][CH:28]=[CH:29][CH:30]=3)[CH2:23][CH2:24]1)[N:16]=2. Procedure: To 2-(2-fluoro-4-(2-nitrovinyl)phenyl)-5-(1-phenylcyclopropyl)thiazolo[5,4-b]pyridine (0.788 g, 1.89 mmol) was added THF (9.44 mL), methanol (9.44 mL), water (9.44 mL), and acetic acid (9.44 mL) before zinc (0.987 g, 15.1 mmol) was added. The reaction mixture was heated to 65° C. for 18 h. The reaction mixture was concentrated, neutralized with aq NaHCO3, and extracted with DCM. The organic layer was concentrated, filtered, washed with water, and dried in a vacuum oven to give the title compound...